The task is: describe an organic reaction: reactants, conditions, products, and yield. This data is from the Open Reaction Database (ORD), a public repository of structured organic reaction records. The reactants are C(C)(=O)O (Acetic acid), [OH-].[Na+] (sodium hydroxide), C(C)(=O)O (acetic acid), C(#N)[BH3-].[Na+] (Sodium cyanoborohydride), COC(OCCOC1=C(C(=CC(=C1)OC)C(C1=NN(C(N1)=O)C1=NC=CC=N1)=NC1=CC=C(C=C1)C#N)F)=O (carbonic acid 2-{3-[(4-cyanophenylimino)-(5-oxo-1-pyrimidin-2-yl-4,5-dihydro-1H-[1,2,4]-triazol-3-yl)methyl]-2-fluoro-5-methoxyphenoxy}ethyl ester methyl ester), crystal. Solvent: O1CCCC1 (tetrahydrofuran), O (water), CO (methanol). Run at temperature 15 celsius, time 28 hour. Product: FC1=C(C=C(C=C1OCCO)OC)C(C1=NN(C(N1)=O)C1=NC=CC=N1)NC1=CC=C(C#N)C=C1 (4-{[[2-fluoro-3-(2-hydroxyethoxy)-5-methoxyphenyl](5-oxo-1-pyrimidin-2-yl-4,5-dihydro-1H-[1,2,4]-triazol-3-yl)methyl]amino}benzonitrile). The yield is 93.8%. RXN SMILES: COC(=O)[O:4][CH2:5][CH2:6][O:7][C:8]1[CH:13]=[C:12]([O:14][CH3:15])[CH:11]=[C:10]([C:16](=[N:29][C:30]2[CH:35]=[CH:34][C:33]([C:36]#[N:37])=[CH:32][CH:31]=2)[C:17]2[NH:21][C:20](=[O:22])[N:19]([C:23]3[N:28]=[CH:27][CH:26]=[CH:25][N:24]=3)[N:18]=2)[C:9]=1[F:38].C([BH3-])#N.[Na+].C(O)(=O)C.[OH-].[Na+]>O.O1CCCC1.CO>[F:38][C:9]1[C:8]([O:7][CH2:6][CH2:5][OH:4])=[CH:13][C:12]([O:14][CH3:15])=[CH:11][C:10]=1[CH:16]([NH:29][C:30]1[CH:31]=[CH:32][C:33]([C:36]#[N:37])=[CH:34][CH:35]=1)[C:17]1[NH:21][C:20](=[O:22])[N:19]([C:23]2[N:24]=[CH:25][CH:26]=[CH:27][N:28]=2)[N:18]=1 |f:1.2,4.5|. Procedure: A suspension of carbonic acid 2-{3-[(4-cyanophenylimino)-(5-oxo-1-pyrimidin-2-yl-4,5-dihydro-1H-[1,2,4]-triazol-3-yl)methyl]-2-fluoro-5-methoxyphenoxy}ethyl ester methyl ester (25.0 g, 47.1 mmol) and methanol (90 mL) was cooled to 15° C. Sodium cyanoborohydride (5.45 g, 87 mmol) was added thereto, and was rinsed with methanol (10 mL). Acetic acid (21.5 mL, 375 mmol) was added dropwise thereto, and the resulting mixture was stirred at room temperature for 28 hours. The mixture was cooled in an ic... The reactants are c1ccc(OCCSCc2ncc(-c3ccc(N=C(c4ccccc4)c4ccccc4)cc3)o2)cc1, C1CCOC1, Cl. Yields the product Nc1ccc(-c2cnc(CSCCOc3ccccc3)o2)cc1. RXN SMILES: [C:6]([c:7]1[cH:8][cH:9][cH:10][cH:11][cH:12]1)([c:13]1[cH:14][cH:15][cH:16][cH:17][cH:18]1)=[N:19][c:20]1[cH:21][cH:22][c:23](-[c:26]2[cH:27][n:28][c:29]([CH2:31][S:32][CH2:33][CH2:34][O:35][c:36]3[cH:37][cH:38][cH:39][cH:40][cH:41]3)[o:30]2)[cH:24][cH:25]1.[CH2:1]1[O:2][CH2:3][CH2:4][CH2:5]1.[ClH:42]>>[NH2:19][c:20]1[cH:21][cH:22][c:23](-[c:26]2[cH:27][n:28][c:29]([CH2:31][S:32][CH2:33][CH2:34][O:35][c:36]3[cH:37][cH:38][cH:39][cH:40][cH:41]3)[o:30]2)[cH:24][cH:25]1. Reactants: O=C([O-])[O-], ClCCCI, O=c1[nH]c2ccc(Cl)cc2o1, [Cs+], [Cs+]. Yields the product O=c1oc2cc(Cl)ccc2n1CCCCl. Reaction SMILES: [C:17](=[O:18])([O-:19])[O-:20].[Cl:12][CH2:13][CH2:14][CH2:15][I:16].[Cl:1][c:2]1[cH:3][c:4]2[c:5]([nH:6][c:7](=[O:9])[o:8]2)[cH:10][cH:11]1.[Cs+:21].[Cs+:22]>>[Cl:1][c:2]1[cH:3][c:4]2[c:5]([n:6]([CH2:15][CH2:14][CH2:13][Cl:12])[c:7](=[O:9])[o:8]2)[cH:10][cH:11]1. The reactants are C(C1=CC=CC=C1)C1=CC=NC=C1 (4-benzylpyridine), [NH2-].[Na+] (sodium amide), CC=1C=CC(=CC1)C(C)C (p-cymene), Cl (hydrochloric acid). The solvent is CCOC(=O)C (EtOAc), O (water). Run at temperature 165 celsius, time 1 day. The product is C(C1=CC=CC=C1)C1=CC(=NC=C1)N (4-benzylpyridin-2-amine). As a reaction SMILES: [CH2:1]([C:8]1[CH:13]=[CH:12][N:11]=[CH:10][CH:9]=1)[C:2]1[CH:7]=[CH:6][CH:5]=[CH:4][CH:3]=1.[NH2-:14].[Na+].CC1C=CC(C(C)C)=CC=1.Cl>CCOC(C)=O.O>[CH2:1]([C:8]1[CH:13]=[CH:12][N:11]=[C:10]([NH2:14])[CH:9]=1)[C:2]1[CH:3]=[CH:4][CH:5]=[CH:6][CH:7]=1 |f:1.2|. Procedure details: A mixture of 4-benzylpyridine (14.1 mL, 88.6 mmol), sodium amide (5.71 g, 146 mmol), and p-cymene (105 mL) was heated to 165° C. After 1 d, the mixture was allowed to cool; water (30 mL) and concentrated hydrochloric acid (30 mL) were sequentially added, the aqueous layer was separated, and the organic layer was extracted with 60 mL of 2N HCl (aq). The aqueous extracts were then combined, washed with ether (50 mL), and made strongly basic with solid potassium hydroxide, during which time a brown... Reactants: CCOc1cccnc1CSCCN=C(NC#N)SC, CN, CCO. Yields the product CCOc1cccnc1CSCCN=C(NC)NC#N. Reaction SMILES: [C:3](#[N:4])[NH:5][C:6]([S:7][CH3:8])=[N:9][CH2:10][CH2:11][S:12][CH2:13][c:14]1[n:15][cH:16][cH:17][cH:18][c:19]1[O:20][CH2:21][CH3:22].[CH3:1][NH2:2].[CH3:23][CH2:24][OH:25]>>[CH3:1][NH:2][C:6]([NH:5][C:3]#[N:4])=[N:9][CH2:10][CH2:11][S:12][CH2:13][c:14]1[n:15][cH:16][cH:17][cH:18][c:19]1[O:20][CH2:21][CH3:22]. Solvent: CO (methanol). Starting materials: [N+](=O)([O-])C1=CC=C(C=C1)S(=O)(=O)N1CC(CC2=CC=CC=C12)NC(OC(C)(C)C)=O (tert-butyl 1-(4-nitrophenylsulfonyl)-1,2,3,4-tetrahydroquinolin-3-ylcarbamate), [H][H] (hydrogen). Reaction SMILES: [N+:1]([C:4]1[CH:9]=[CH:8][C:7]([S:10]([N:13]2[C:22]3[C:17](=[CH:18][CH:19]=[CH:20][CH:21]=3)[CH2:16][CH:15]([NH:23][C:24](=[O:30])[O:25][C:26]([CH3:29])([CH3:28])[CH3:27])[CH2:14]2)(=[O:12])=[O:11])=[CH:6][CH:5]=1)([O-])=O.[H][H]>[Pd].CO>[NH2:1][C:4]1[CH:5]=[CH:6][C:7]([S:10]([N:13]2[C:22]3[C:17](=[CH:18][CH:19]=[CH:20][CH:21]=3)[CH2:16][CH:15]([NH:23][C:24](=[O:30])[O:25][C:26]([CH3:28])([CH3:27])[CH3:29])[CH2:14]2)(=[O:12])=[O:11])=[CH:8][CH:9]=1. Yields the product NC1=CC=C(C=C1)S(=O)(=O)N1CC(CC2=CC=CC=C12)NC(OC(C)(C)C)=O (tert-butyl 1-(4-aminophenylsulfonyl)1,2,3,4-tetrahydroquinolin-3-ylcarbamate). The reagents and catalysts are [Pd] (palladium on carbon). Procedure details: tert-butyl 1-(4-nitrophenylsulfonyl)-1,2,3,4-tetrahydroquinolin-3-ylcarbamate (4.12 g, 9.50 mmol) and palladium on carbon (10% w/w, 0.41 g) in methanol was stirred in an hydrogen atmosphere at room temperature for 18 hours. After filtering through a Celite (10 g) and evaporating to dryness the residue was dried under vacuum overnight to give tert-butyl 1-(4-aminophenylsulfonyl)1,2,3,4-tetrahydroquinolin-3-ylcarbamate. As a reaction SMILES: [C:1]([C:3]1[C:7]([C:8]#[C:9][Si](C)(C)C)=[CH:6][N:5]([C:14]2[C:19]([Cl:20])=[CH:18][C:17]([O:21][C:22]([F:25])([F:24])[F:23])=[CH:16][C:15]=2[Cl:26])[N:4]=1)#[N:2].[F-].C([N+](CCCC)(CCCC)CCCC)CCC>ClCCl.O1CCCC1>[C:1]([C:3]1[C:7]([C:8]#[CH:9])=[CH:6][N:5]([C:14]2[C:19]([Cl:20])=[CH:18][C:17]([O:21][C:22]([F:24])([F:23])[F:25])=[CH:16][C:15]=2[Cl:26])[N:4]=1)#[N:2] |f:1.2|. Reaction conditions: time 30 minute. Reactants: C(#N)C1=NN(C=C1C#C[Si](C)(C)C)C1=C(C=C(C=C1Cl)OC(F)(F)F)Cl (3-cyano-1-(2,6-dichloro-4-trifiuoromethoxyphenyl)4-trimethylsilylethynylpyrazole), [F-].C(CCC)[N+](CCCC)(CCCC)CCCC (tetra-n-butylammonium fluoride), solution. The product is C(#N)C1=NN(C=C1C#C)C1=C(C=C(C=C1Cl)OC(F)(F)F)Cl (3-Cyano-1-(2,6-dichloro-4-trifluoromethoxyphenyl)-4-ethynylpyrazole). Procedure: To a stirred solution of 3-cyano-1-(2,6-dichloro-4-trifiuoromethoxyphenyl)4-trimethylsilylethynylpyrazole (2.691 g) in dichloromethane (25 ml) was added tetra-n-butylammonium fluoride (6.45 ml of a 1M solution in tetrahydrofuran). Stirring was continued for 30 minutes then the reaction mixture was partitioned between water and dichioromethane. The aqueous layer was separated and extracted twice with di-chloromethane. The combined organic layers were washed with brine, dried (Na2SO4) and evaporat... Solvent: ClCCl (dichloromethane), O1CCCC1 (tetrahydrofuran). Reactants: BrC1=CC2=C(NC(OC2(C)C)=O)C=C1 (6-bromo-4,4-dimethyl-1,4-dihydro-benzo[d][1,3]oxazin-2-one), ClC=1C=C(C=C(C1)Cl)B(O)O (3,5-dichlorophenyl boronic acid). Product: ClC=1C=C(C=C(C1)Cl)C1=CC2=C(NC(OC2(C)C)=O)C=C1 (6-(3,5-dichloro-phenyl)-4,4-dimethyl-1,4-dihydrobenzo-[d][1,3]oxazin-2-one). RXN SMILES: Br[C:2]1[CH:14]=[CH:13][C:5]2[NH:6][C:7](=[O:12])[O:8][C:9]([CH3:11])([CH3:10])[C:4]=2[CH:3]=1.[Cl:15][C:16]1[CH:17]=[C:18](B(O)O)[CH:19]=[C:20]([Cl:22])[CH:21]=1>>[Cl:15][C:16]1[CH:17]=[C:18]([C:2]2[CH:14]=[CH:13][C:5]3[NH:6][C:7](=[O:12])[O:8][C:9]([CH3:11])([CH3:10])[C:4]=3[CH:3]=2)[CH:19]=[C:20]([Cl:22])[CH:21]=1. Procedure: Prepared from 6-bromo-4,4-dimethyl-1,4-dihydro-benzo[d][1,3]oxazin-2-one and 3,5-dichlorophenyl boronic acid according to Procedure A. A white solid: mp 245-246° C.; 1H-NMR (DMSO-d6) δ 10.4 (s, 1H), 7.77 (m, 2H), 7.67-7.64 (m, 2H), 7.56 (bs, 1H), 6.96 (d, 1H, J=7.98 Hz), 1.7 (s, 6H); MS (EI) m/z 321 ([M+H]+, 40%); Anal. Calc. For C16H13Cl2NO2: C, 59.32; H, 4.11; N, 4.32. Found: C, 59.13; H, 4.29, N, 4.17. Starting materials: C=1C2=C(OC1C(=O)OCC)C=1C=CC=3C=CC=CC3C1C=C2 (ethyl phenanthro[1,2-b]furan-2-carboxylate), [BH4-].[Li+] (lithium borohydride), C1CCOC1 (THF), Cl (HCl). Run in O (H2O). The product is C=1C2=C(OC1CO)C=1C=CC=3C=CC=CC3C1C=C2 (phenanthro[1,2-b]-furan-2-methanol). Isolated yield 90.3%. As a reaction SMILES: [CH:1]1[C:2]2[CH:22]=[CH:21][C:20]3[C:19]4[CH:18]=[CH:17][CH:16]=[CH:15][C:14]=4[CH:13]=[CH:12][C:11]=3[C:3]=2[O:4][C:5]=1[C:6](OCC)=[O:7].[BH4-].[Li+].C1COCC1.Cl>O>[CH:1]1[C:2]2[CH:22]=[CH:21][C:20]3[C:19]4[CH:18]=[CH:17][CH:16]=[CH:15][C:14]=4[CH:13]=[CH:12][C:11]=3[C:3]=2[O:4][C:5]=1[CH2:6][OH:7] |f:1.2|. Reported procedure: To a RB flask equipped with magnetic stirring bar, reflux condenser and N2 inlet tube with bubbler was added ethyl phenanthro[1,2-b]furan-2-carboxylate (H. G. Pars Pharmaceutical Laboratories, Inc., 7.9 g, 27.2 mmol), lithium borohydride (Aldrich, 0.65 g, 30 mmol) and dry THF (400 mL). The mixture was stirred at reflux for 6 h and then poured into H2O (1 L). The reaction mixture was acidified with 1N HCl and the resulting white solid was filtered, washed with additional H2O (1500 mL) then dissol... Starting materials: [BH4-].[Na+] (Sodium borohydride), C(C)(C)(C)C1=CC=C(C=C1)C1=C(N(C2=CC=C(C=C12)C=O)CC1=CC(=CC=C1)OC)C(=O)OCC (Ethyl 3-(4-tert-butylphenyl)-5-formyl-1-(3-methoxybenzyl)-1H-indole-2-carboxylate), O (Water). Run in C(C)O (ethanol). Run at temperature 0 celsius, time 1 hour. Product: C(C)(C)(C)C1=CC=C(C=C1)C1=C(N(C2=CC=C(C=C12)CO)CC1=CC(=CC=C1)OC)C(=O)OCC (Ethyl 3-(4-tert-butylphenyl)-5-(hydroxymethyl)-1-(3-methoxybenzyl)-1H-indole-2-carboxylate). As a reaction SMILES: [C:1]([C:5]1[CH:10]=[CH:9][C:8]([C:11]2[C:19]3[C:14](=[CH:15][CH:16]=[C:17]([CH:20]=[O:21])[CH:18]=3)[N:13]([CH2:22][C:23]3[CH:28]=[CH:27][CH:26]=[C:25]([O:29][CH3:30])[CH:24]=3)[C:12]=2[C:31]([O:33][CH2:34][CH3:35])=[O:32])=[CH:7][CH:6]=1)([CH3:4])([CH3:3])[CH3:2].[BH4-].[Na+].O>C(O)C>[C:1]([C:5]1[CH:6]=[CH:7][C:8]([C:11]2[C:19]3[C:14](=[CH:15][CH:16]=[C:17]([CH2:20][OH:21])[CH:18]=3)[N:13]([CH2:22][C:23]3[CH:28]=[CH:27][CH:26]=[C:25]([O:29][CH3:30])[CH:24]=3)[C:12]=2[C:31]([O:33][CH2:34][CH3:35])=[O:32])=[CH:9][CH:10]=1)([CH3:4])([CH3:2])[CH3:3] |f:1.2|. Procedure details: Ethyl 3-(4-tert-butylphenyl)-5-formyl-1-(3-methoxybenzyl)-1H-indole-2-carboxylate (Example 140, 700 mg, 1.493 mmol) was dissolved in ethanol (15 mL) and cooled to 0° C. Sodium borohydride (57 mg, 1.50 mmol) was added, and the solution was stirred for 1 hour. Water (27 μL, 1.5 mmol) was added, and the mixture was allowed to warm to room temperature. The mixture was concentrated via rotary evaporation, and the residue was partitioned between ethyl acetate and water. The organic layer was separated...